Dataset: the Open Reaction Database (ORD), a public repository of structured organic reaction records. Task: describe an organic reaction: reactants, conditions, products, and yield The reactants are FC1=CC=C(C=C1)C(O)(C1CCNCC1)C1=CC=C(C=C1)F (α,α-bis-(p-fluorophenyl)-4-piperidinemethanol), ClCCC1CN(C(O1)=O)C1=CC=CC=C1 (5-(2-chloroethyl)-3-phenyl-2-oxazolidinone), C([O-])([O-])=O.[Na+].[Na+] (sodium carbonate), [I-].[K+] (potassium iodide), Cl (hydrochloride). Solvent: C(CCC)O (1-butanol). Product: O.Cl.FC1=CC=C(C=C1)C(C1CCN(CC1)CCC1CN(C(O1)=O)C1=CC=CC=C1)(O)C1=CC=C(C=C1)F (5-[2-[4-[Bis(4-fluorophenyl)hydroxymethyl]-1-piperidinyl]ethyl]-3-phenyl-2-oxazolidinone hydrochloride hydrate). Isolated yield 153.6%. Reaction SMILES: [F:1][C:2]1[CH:7]=[CH:6][C:5]([C:8]([C:16]2[CH:21]=[CH:20][C:19]([F:22])=[CH:18][CH:17]=2)([CH:10]2[CH2:15][CH2:14][NH:13][CH2:12][CH2:11]2)[OH:9])=[CH:4][CH:3]=1.[Cl:23][CH2:24][CH2:25][CH:26]1[O:30][C:29](=[O:31])[N:28]([C:32]2[CH:37]=[CH:36][CH:35]=[CH:34][CH:33]=2)[CH2:27]1.C(=O)([O-])[O-].[Na+].[Na+].[I-].[K+].Cl>C(O)CCC>[OH2:9].[ClH:23].[F:1][C:2]1[CH:7]=[CH:6][C:5]([C:8]([C:16]2[CH:17]=[CH:18][C:19]([F:22])=[CH:20][CH:21]=2)([OH:9])[CH:10]2[CH2:11][CH2:12][N:13]([CH2:24][CH2:25][CH:26]3[O:30][C:29](=[O:31])[N:28]([C:32]4[CH:37]=[CH:36][CH:35]=[CH:34][CH:33]=4)[CH2:27]3)[CH2:14][CH2:15]2)=[CH:4][CH:3]=1 |f:2.3.4,5.6,9.10.11|. Procedure: This compound was prepared according to the procedure of Example 1. A mixture of 4.5 g (0.015 mole) of α,α-bis-(p-fluorophenyl)-4-piperidinemethanol, 3.5 g (0.015 mole) of 5-(2-chloroethyl)-3-phenyl-2-oxazolidinone, 5.3 g (0.05 mole) of anhydrous sodium carbonate and 0.4 g of potassium iodide in 100 ml of 1-butanol gave a brown gloss as residue. The glass was converted to the hydrochloride and the solid was recrystallized from 95% ethanol to yield 6.3 g (79%) of white solid, m.p. 180°-183° C. wi... The reactants are C1(=CC=CC=C1)C=1N=CN(C1)CCO (2-(4-phenyl-1H-imidazol-1-yl)ethanol), C1=CC=C(C=C1)P(C2=CC=CC=C2)C3=CC=CC=C3 (PPh3), N1C=NC=C1 (imidazole), II (iodine). Solvent: C(Cl)Cl (DCM). Run at time 8 hour. The product is ICCN1C=NC(=C1)C1=CC=CC=C1 (1-(2-iodoethyl)-4-phenyl-1H-imidazole). Yield: 78.6%. As a reaction SMILES: [C:1]1([C:7]2[N:8]=[CH:9][N:10]([CH2:12][CH2:13]O)[CH:11]=2)[CH:6]=[CH:5][CH:4]=[CH:3][CH:2]=1.C1C=CC(P(C2C=CC=CC=2)C2C=CC=CC=2)=CC=1.N1C=CN=C1.[I:39]I>C(Cl)Cl>[I:39][CH2:13][CH2:12][N:10]1[CH:11]=[C:7]([C:1]2[CH:6]=[CH:5][CH:4]=[CH:3][CH:2]=2)[N:8]=[CH:9]1. Reported procedure: To a solution of 2-(4-phenyl-1H-imidazol-1-yl)ethanol (500 mg, 2.66 mmol, 1 eq) in DCM (10 mL) was added PPh3 (778 mg, 2.96 mmol, 1.1 eq), imidazole (203 mg, 2.98 mmol, 1.1 eq) and iodine (753 mg, 2.97 mmol, 1.1 eq). The reaction mixture was allowed to stir at RT overnight. The organic layer was extracted with 1N HCl. The combined acid extracts were then adjusted to pH˜8 with solid sodium carbonate. The aqueous layer was extracted 2× with Et2O. The combined ether extracts were dried over sodium ... Reaction SMILES: [CH3:31][I:32].[Cl:3][c:4]1[cH:5][cH:6][c:7]([CH2:8][n:9]2[cH:10][c:11]([C:18]([C:19](=[O:20])[NH:21][C:22]3=[CH:26][C:25](=[O:27])[O:24][CH2:23]3)=[O:28])[c:12]3[cH:13][cH:14][cH:15][cH:16][c:17]23)[cH:29][cH:30]1.[H-:1].[Na+:2].[O:33]=[CH:34][N:35]([CH3:36])[CH3:37]>>[Cl:3][c:4]1[cH:5][cH:6][c:7]([CH2:8][n:9]2[cH:10][c:11]([C:18]([C:19](=[O:20])[N:21]([C:22]3=[CH:26][C:25](=[O:27])[O:24][CH2:23]3)[CH3:31])=[O:28])[c:12]3[cH:13][cH:14][cH:15][cH:16][c:17]23)[cH:29][cH:30]1. The reactants are CI, O=C1C=C(NC(=O)C(=O)c2cn(Cc3ccc(Cl)cc3)c3ccccc23)CO1, [H-], [Na+], CN(C)C=O. Yields the product CN(C(=O)C(=O)c1cn(Cc2ccc(Cl)cc2)c2ccccc12)C1=CC(=O)OC1. The reactants are C(C)OC1=C(CCl)C=CC(=C1)CC(=O)NC(CC(C)C)C1=C(C=CC=C1)N1CCCCC1 (2-ethoxy-4-[N-(1-(2-piperidino-phenyl)-3-methyl-1-butyl)-aminocarbonylmethyl]benzyl chloride), [C-]#N.[Na+] (sodium cyanide). Product: C(C)OC1=C(C=CC(=C1)CC(=O)NC(CC(C)C)C1=C(C=CC=C1)N1CCCCC1)CC#N ([2-Ethoxy-4-[N-(1-(2-piperidino-phenyl)-3-methyl-1-butyl)-aminocarbonylmethyl]-phenyl]-acetonitrile). RXN SMILES: [CH2:1]([O:3][C:4]1[CH:11]=[C:10]([CH2:12][C:13]([NH:15][CH:16]([C:21]2[CH:26]=[CH:25][CH:24]=[CH:23][C:22]=2[N:27]2[CH2:32][CH2:31][CH2:30][CH2:29][CH2:28]2)[CH2:17][CH:18]([CH3:20])[CH3:19])=[O:14])[CH:9]=[CH:8][C:5]=1[CH2:6]Cl)[CH3:2].[C-:33]#[N:34].[Na+]>>[CH2:1]([O:3][C:4]1[CH:11]=[C:10]([CH2:12][C:13]([NH:15][CH:16]([C:21]2[CH:26]=[CH:25][CH:24]=[CH:23][C:22]=2[N:27]2[CH2:28][CH2:29][CH2:30][CH2:31][CH2:32]2)[CH2:17][CH:18]([CH3:19])[CH3:20])=[O:14])[CH:9]=[CH:8][C:5]=1[CH2:6][C:33]#[N:34])[CH3:2] |f:1.2|. Procedure: Prepared analogously to Example 29 from 2-ethoxy-4-[N-(1-(2-piperidino-phenyl)-3-methyl-1-butyl)-aminocarbonylmethyl]benzyl chloride with sodium cyanide. Reactants: resultant solution, CC(C)([O-])C.[K+] (potassium t-butoxide), CC1=[N+](C=CC(=C1C)[N+](=O)[O-])[O-] (2,3-Dimethyl-4-nitropyridine-1-oxide), FC(CO)(C(F)F)F (2,2,3,3-tetrafluoropropanol). The solvent is O (water). Yields the product CC1=[N+](C=CC(=C1C)OCC(C(F)F)(F)F)[O-] (2,3-dimethyl-4-(2,2,3,3-tetrafluoropropoxy)pyridine-1-oxide). Reaction SMILES: [CH3:1][C:2]1[C:7]([CH3:8])=[C:6]([N+]([O-])=O)[CH:5]=[CH:4][N+:3]=1[O-:12].CC(C)([O-])C.[K+].[F:19][C:20]([F:26])([CH:23]([F:25])[F:24])[CH2:21][OH:22]>O>[CH3:1][C:2]1[C:7]([CH3:8])=[C:6]([O:22][CH2:21][C:20]([F:26])([F:19])[CH:23]([F:25])[F:24])[CH:5]=[CH:4][N+:3]=1[O-:12] |f:1.2|. Procedure: 2,3-Dimethyl-4-nitropyridine-1-oxide (2 g) was dissolved in 2,2,3,3-tetrafluoropropanol (10 ml). To the resultant solution potassium t-butoxide (1.6 g) was added gradually at room temperature, after which the solution was heated at 80°~90° C. for 22 hours. The resulting reaction mixture was diluted with water, extracted with chloroform, dried over magnesium sulfate, concentrated, applied on silica gel (70 g) column, eluted with methanol-chloroform (1:10) and then recrystallized from ethyl acetat...